Dataset: the Open Reaction Database (ORD), a public repository of structured organic reaction records. Task: describe an organic reaction: reactants, conditions, products, and yield Reactants: [H][H] (hydrogen), C(CCC)C=1N(C(N(N1)C1=C(C=CC(=C1)[N+](=O)[O-])C(F)(F)F)=O)CC1=CC=C(C=C1)C1=C(C=CC=C1)S(NC(C)(C)C)(=O)=O (5-n-butyl-4-[[2'-(N-t-butylsulfamoyl)biphenyl-4-yl]methyl]-2,4-dihydro-2-[5-nitro-2-(trifluoromethyl)phenyl] -3H-1,2,4-triazol-3-one), C(C)(=O)OCC (ethyl acetate). Reagents/catalysts: [Pt]=O (platinum oxide). The solvent is C(C)O (ethanol). Yields the product NC=1C=CC(=C(C1)N1N=C(N(C1=O)CC1=CC=C(C=C1)C1=C(C=CC=C1)S(NC(C)(C)C)(=O)=O)CCCC)C(F)(F)F (2-[5-Amino-2-(trifluoromethyl)phenyl]-5-n-butyl-4-[[2'-(N-t-butylsulfamoyl)biphenyl-4-yl]methyl]-2,4-dihydro-3H-1,2,4-triazol-3-one). Yield: 99.6%. As a reaction SMILES: [CH2:1]([C:5]1[N:6]([CH2:24][C:25]2[CH:30]=[CH:29][C:28]([C:31]3[CH:36]=[CH:35][CH:34]=[CH:33][C:32]=3[S:37](=[O:44])(=[O:43])[NH:38][C:39]([CH3:42])([CH3:41])[CH3:40])=[CH:27][CH:26]=2)[C:7](=[O:23])[N:8]([C:10]2[CH:15]=[C:14]([N+:16]([O-])=O)[CH:13]=[CH:12][C:11]=2[C:19]([F:22])([F:21])[F:20])[N:9]=1)[CH2:2][CH2:3][CH3:4].C(OCC)(=O)C.[H][H]>[Pt]=O.C(O)C>[NH2:16][C:14]1[CH:13]=[CH:12][C:11]([C:19]([F:20])([F:22])[F:21])=[C:10]([N:8]2[C:7](=[O:23])[N:6]([CH2:24][C:25]3[CH:26]=[CH:27][C:28]([C:31]4[CH:36]=[CH:35][CH:34]=[CH:33][C:32]=4[S:37](=[O:43])(=[O:44])[NH:38][C:39]([CH3:40])([CH3:41])[CH3:42])=[CH:29][CH:30]=3)[C:5]([CH2:1][CH2:2][CH2:3][CH3:4])=[N:9]2)[CH:15]=1. Reported procedure: A mixture of 200 mg (0.317 mmole) of 5-n-butyl-4-[[2'-(N-t-butylsulfamoyl)biphenyl-4-yl]methyl]-2,4-dihydro-2-[5-nitro-2-(trifluoromethyl)phenyl] -3H-1,2,4-triazol-3-one (from Step C), 15 mg of platinum oxide, 10 mL of ethyl acetate, and 2 mL of ethanol was shaken with hydrogen at approximately 4 atm for a few hours until complete and then centrifuged. The supernatant was decanted off, and the catalyst pellet was extracted 3× with ethanol in the same manner. The combined supernatant fractions we... Reactants: Cc1ccc(C)cc1, CS(C)=O, N#Cc1ccccc1Cl, Cl[Pd]Cl, [F-], [K+], O, OCCNCCO, Cc1ccc(B(O)O)cc1. The product is Cc1ccc(-c2ccccc2C#N)cc1. As a reaction SMILES: [CH3:22][c:23]1[cH:24][cH:25][c:26]([CH3:27])[cH:28][cH:29]1.[CH3:38][S:39]([CH3:40])=[O:41].[Cl:1][c:2]1[c:3]([C:4]#[N:5])[cH:6][cH:7][cH:8][cH:9]1.[Cl:42][Pd:43][Cl:44].[F-:20].[K+:21].[OH2:37].[OH:30][CH2:31][CH2:32][NH:33][CH2:34][CH2:35][OH:36].[c:10]1([CH3:19])[cH:11][cH:12][c:13]([B:16]([OH:17])[OH:18])[cH:14][cH:15]1>>[c:2]1(-[c:13]2[cH:12][cH:11][c:10]([CH3:19])[cH:15][cH:14]2)[c:3]([C:4]#[N:5])[cH:6][cH:7][cH:8][cH:9]1. The reactants are CCN(C(C)C)C(C)C (DIEA), IC1=CC2=C(N(C=N2)CC2=CC3=C(N=C(S3)S(=O)C)C=C2)C=C1 (6-((5-iodo-1H-benzo[d]imidazol-1-yl)methyl)-2-(methylsulfinyl)benzo[d]thiazole), Cl.N[C@H]1[C@@H]([C@@H](CCC1)O)O ((1R,2S,3R)-3-aminocyclohexane-1,2-diol hydrochloride). Run in CC(=O)N(C)C (DMA). Conditions: temperature 120 celsius. The product is IC1=CC2=C(N(C=N2)CC2=CC3=C(N=C(S3)N[C@H]3[C@@H]([C@@H](CCC3)O)O)C=C2)C=C1 ((1R,2S,3R)-3-((6-((5-iodo-1H-benzo[d]imidazol-1-yl)methyl)benzo[d]thiazol-2-yl)amino)cyclohexane-1,2-diol). Yield: 30.5%. As a reaction SMILES: [I:1][C:2]1[CH:23]=[CH:22][C:5]2[N:6]([CH2:9][C:10]3[CH:21]=[CH:20][C:13]4[N:14]=[C:15](S(C)=O)[S:16][C:12]=4[CH:11]=3)[CH:7]=[N:8][C:4]=2[CH:3]=1.Cl.[NH2:25][C@@H:26]1[CH2:31][CH2:30][CH2:29][C@@H:28]([OH:32])[C@H:27]1[OH:33].CCN(C(C)C)C(C)C>CC(N(C)C)=O>[I:1][C:2]1[CH:23]=[CH:22][C:5]2[N:6]([CH2:9][C:10]3[CH:21]=[CH:20][C:13]4[N:14]=[C:15]([NH:25][C@@H:26]5[CH2:31][CH2:30][CH2:29][C@@H:28]([OH:32])[C@H:27]5[OH:33])[S:16][C:12]=4[CH:11]=3)[CH:7]=[N:8][C:4]=2[CH:3]=1 |f:1.2|. Procedure: To a suspension of 6-((5-iodo-1H-benzo[d]imidazol-1-yl)methyl)-2-(methylsulfinyl)benzo[d]thiazole (350 mg, 0.8 mmol) and (1R,2S,3R)-3-aminocyclohexane-1,2-diol hydrochloride (258 mg, 1.6 mmol), prepared as described in Gauthier Errasti, et al, Org. Lett. 2009, 13, 2912-2915, in anhydrous DMA (1.5 mL) was added DIEA (402 μL, 2.4 mmol). The mixture was heated in a sealed tube at 120° C. for 15 h. The mixture was cooled to rt and partitioned between EtOAc (150 mL) and 0.5 M aq K2CO3 (100 mL). The o... Yields the product COc1ccc(-c2cc(=Nc3c(C)cc(C)cc3C)n(C)c(NNC=O)n2)cc1OC. RXN SMILES: [CH:29](=[O:30])[NH:31][NH2:32].[CH:33]([Cl:34])([Cl:35])[Cl:36].[Cl:1][c:2]1[n:3][c:4](-[c:19]2[cH:20][c:21]([O:27][CH3:28])[c:22]([O:25][CH3:26])[cH:23][cH:24]2)[cH:5][c:6](=[N:9][c:10]2[c:11]([CH3:18])[cH:12][c:13]([CH3:17])[cH:14][c:15]2[CH3:16])[n:7]1[CH3:8]>>[c:2]1([NH:32][NH:31][CH:29]=[O:30])[n:3][c:4](-[c:19]2[cH:20][c:21]([O:27][CH3:28])[c:22]([O:25][CH3:26])[cH:23][cH:24]2)[cH:5][c:6](=[N:9][c:10]2[c:11]([CH3:18])[cH:12][c:13]([CH3:17])[cH:14][c:15]2[CH3:16])[n:7]1[CH3:8]. The reactants are NNC=O, ClC(Cl)Cl, COc1ccc(-c2cc(=Nc3c(C)cc(C)cc3C)n(C)c(Cl)n2)cc1OC. Reactants: COC(CC([C@H](C=CCCCCC)O[SiH2]C(C)(C)C)=O)=O ((4S)-methyl-3-oxo-4-tert-butylsilyloxyundec-5-enoate), Cl (hydrochloric acid), [Cl-].[Na+] (sodium chloride), [BH4-].[Na+] (NaBH4), C([C@@H](O)[C@H](O)C(=O)O)(=O)O (D-tartaric acid). The solvent is C1CCOC1 (THF), C(C)(=O)OCC (Ethyl acetate), C1CCOC1 (THF). Run at temperature -20 celsius, time 40 hour. Product: O[C@H](CC(=O)OC)[C@H](C=CCCCCC)O[SiH2]C(C)(C)C (methyl (3R, 4S)-3-hydroxy-4-tert-butylsilyloxyundec-5-enoate). Isolated yield 93.0%. Reaction SMILES: [BH4-].[Na+].C(O)(=O)[C@H]([C@@H](C(O)=O)O)O.[CH3:13][O:14][C:15](=[O:33])[CH2:16][C:17](=[O:32])[C@@H:18]([O:26][SiH2:27][C:28]([CH3:31])([CH3:30])[CH3:29])[CH:19]=[CH:20][CH2:21][CH2:22][CH2:23][CH2:24][CH3:25].Cl.[Cl-].[Na+]>C1COCC1.C(OCC)(=O)C>[OH:32][C@@H:17]([C@@H:18]([O:26][SiH2:27][C:28]([CH3:29])([CH3:31])[CH3:30])[CH:19]=[CH:20][CH2:21][CH2:22][CH2:23][CH2:24][CH3:25])[CH2:16][C:15]([O:14][CH3:13])=[O:33] |f:0.1,5.6|. Procedure: NaBH4 (2.42 g, 64 mmol) was added in portions to a solution of D-tartaric acid (9.6 g, 64 mmol) in dry THF (150 ml), and the suspension thus obtained was heated at reflux temperature for 2.5 h and then cooled to −20° C. A solution of (4S)-methyl-3-oxo-4-tert-butylsilyloxyundec-5-enoate (7.54 g, 16 mmol) in dry THF (75 ml) was then added dropwise, the temperature remaining at −20° C. After 40 h, hydrochloric acid (1M, 150 ml) was added to the reaction mixture, on account of which the temperature ... Starting materials: ClCCCBr, O=C([O-])[O-], CC(=O)Nc1cc[nH]c(=O)n1, [K+], [K+], CN(C)C=O. Product: CC(=O)Nc1ccn(CCCCl)c(=O)n1. Reaction SMILES: [Br:12][CH2:13][CH2:14][CH2:15][Cl:16].[C:17](=[O:18])([O-:19])[O-:20].[C:1]([CH3:2])(=[O:3])[NH:4][c:5]1[n:6][c:7](=[O:11])[nH:8][cH:9][cH:10]1.[K+:21].[K+:22].[O:23]=[CH:24][N:25]([CH3:26])[CH3:27]>>[C:1]([CH3:2])(=[O:3])[NH:4][c:5]1[n:6][c:7](=[O:11])[n:8]([CH2:13][CH2:14][CH2:15][Cl:16])[cH:9][cH:10]1. Starting materials: N1(N=CC=C1)CC1=CC=C(C=C1)O (4-(1-pyrazolyl)methylphenol), C1C(O1)CO (glycidol). Reagents/catalysts: [Cl-].C[N+](C)(C)C (tetramethylammonium chloride). Run in C=1(C(=CC=CC1)C)C (xylene). Yields the product OC(CO)COC1=CC=C(C=C1)CN1N=CC=C1 (2-hydroxy-3-[4-(1-pyrazolyl)methylphenoxy]-propanol). As a reaction SMILES: [N:1]1([CH2:6][C:7]2[CH:12]=[CH:11][C:10]([OH:13])=[CH:9][CH:8]=2)[CH:5]=[CH:4][CH:3]=[N:2]1.[CH2:14]1[O:16][CH:15]1[CH2:17][OH:18]>[Cl-].C[N+](C)(C)C.C1(C)C(C)=CC=CC=1>[OH:16][CH:15]([CH2:14][O:13][C:10]1[CH:11]=[CH:12][C:7]([CH2:6][N:1]2[CH:5]=[CH:4][CH:3]=[N:2]2)=[CH:8][CH:9]=1)[CH2:17][OH:18] |f:2.3|. Procedure: A mixture of 4-(1-pyrazolyl)methylphenol [this was obtained by the same method as described in the square parentheses in Production Example 1] (2 g), glycidol (936 g), dry xylene (10 ml) and a catalytic amount of tetramethylammonium chloride was stirred at 60° C. for 6 hours. The reaction mixture was then subjected to silica gel chromatography, which afforded 941 mg of 2-hydroxy-3-[4-(1-pyrazolyl)methylphenoxy]-propanol. Reactants: S(=O)(=O)(OC[C@@H]1NC([C@@H]1N=[N+]=[N-])=O)C1=CC=C(C)C=C1 (cis-3-azido-4-oxo-2-azetidinylmethyl tosylate), [Li+].[Br-] (LiBr), C(C)(=O)OCC (ethyl acetate). Solvent: CN(C=O)C (dimethylformamide). Yields the product N(=[N+]=[N-])[C@@H]1[C@@H](NC1=O)CBr (cis-3-Azido-4-oxo-2-azetidinylmethyl bromide). RXN SMILES: S(C1C=CC(C)=CC=1)(O[CH2:5][C@H:6]1[C@@H:9]([N:10]=[N+:11]=[N-:12])[C:8](=[O:13])[NH:7]1)(=O)=O.[Li+].[Br-:22].C(OCC)(=O)C>CN(C)C=O>[N:10]([C@H:9]1[C:8](=[O:13])[NH:7][C@H:6]1[CH2:5][Br:22])=[N+:11]=[N-:12] |f:1.2|. Reported procedure: A degassed solution of cis-3-azido-4-oxo-2-azetidinylmethyl tosylate (0.41 g, 1.4 mmol) in dimethylformamide (5 ml) was heated to 90° with LiBr (0.43 g, 5 mmol) for 4 hours. The reaction was poured into ethyl acetate and washed copiously with water. The dried solution was evaporated to give the title compound. Reactants: C1CCOC1, CCOC(C)=O, ClCc1nccs1, CCOC(=O)c1cc2cc(C(F)(F)F)ccc2[nH]1, [H-], [Na+], CN(C)C=O. Product: CCOC(=O)c1cc2cc(C(F)(F)F)ccc2n1Cc1nccs1. As a reaction SMILES: [CH2:33]1[O:34][CH2:35][CH2:36][CH2:37]1.[CH3:38][CH2:39][O:40][C:41](=[O:42])[CH3:43].[Cl:21][CH2:22][c:23]1[s:24][cH:25][cH:26][n:27]1.[F:3][C:4]([c:5]1[cH:6][c:7]2[cH:8][c:9]([C:14](=[O:15])[O:16][CH2:17][CH3:18])[nH:10][c:11]2[cH:12][cH:13]1)([F:19])[F:20].[H-:1].[Na+:2].[O:28]=[CH:29][N:30]([CH3:31])[CH3:32]>>[F:3][C:4]([c:5]1[cH:6][c:7]2[cH:8][c:9]([C:14](=[O:15])[O:16][CH2:17][CH3:18])[n:10]([CH2:22][c:23]3[s:24][cH:25][cH:26][n:27]3)[c:11]2[cH:12][cH:13]1)([F:19])[F:20]. The reactants are C1CCOC1, CO, [H-], CI, [Na+], CC(O)(c1ccc(N2CCN(S(=O)(=O)c3cccs3)CC2CN2C3COCC2CC(O)C3)cc1)C(F)(F)F. The product is COC1CC2COCC(C1)N2CC1CN(S(=O)(=O)c2cccs2)CCN1c1ccc(C(C)(O)C(F)(F)F)cc1. Reaction SMILES: [CH2:39]1[O:40][CH2:41][CH2:42][CH2:43]1.[CH3:48][OH:49].[H-:44].[I:46][CH3:47].[Na+:45].[s:1]1[c:2]([S:6](=[O:7])(=[O:8])[N:9]2[CH2:10][CH:11]([CH2:28][N:29]3[CH:30]4[CH2:31][O:32][CH2:33][CH:34]3[CH2:35][CH:36]([OH:38])[CH2:37]4)[N:12]([c:15]3[cH:16][cH:17][c:18]([C:21]([C:22]([F:23])([F:24])[F:25])([CH3:26])[OH:27])[cH:19][cH:20]3)[CH2:13][CH2:14]2)[cH:3][cH:4][cH:5]1>>[s:1]1[c:2]([S:6](=[O:7])(=[O:8])[N:9]2[CH2:10][CH:11]([CH2:28][N:29]3[CH:30]4[CH2:31][O:32][CH2:33][CH:34]3[CH2:35][CH:36]([O:38][CH3:39])[CH2:37]4)[N:12]([c:15]3[cH:16][cH:17][c:18]([C:21]([C:22]([F:23])([F:24])[F:25])([CH3:26])[OH:27])[cH:19][cH:20]3)[CH2:13][CH2:14]2)[cH:3][cH:4][cH:5]1.